describe an organic reaction: reactants, conditions, products, and yield From a dataset of the Open Reaction Database (ORD), a public repository of structured organic reaction records. The reactants are O1C(=CC=C1)C(C(=O)O)=O (Fur-2-ylglyoxylic acid), CC(C)=C (isobutylene), S(O)(O)(=O)=O (sulphuric acid). The solvent is CCOCC (Ether), CCOCC (ether). Conditions: time 3 day. The product is O1C(=CC=C1)C(C(=O)OC(C)(C)C)=O (t-butyl fur-2-ylglyoxylate). Reaction SMILES: [O:1]1[CH:5]=[CH:4][CH:3]=[C:2]1[C:6](=[O:10])[C:7]([OH:9])=[O:8].[CH3:11][C:12](=[CH2:14])[CH3:13].S(=O)(=O)(O)O>CCOCC>[O:1]1[CH:5]=[CH:4][CH:3]=[C:2]1[C:6](=[O:10])[C:7]([O:9][C:12]([CH3:14])([CH3:13])[CH3:11])=[O:8]. Procedure: Fur-2-ylglyoxylic acid (12.5g) and liquid isobutylene (ca 25 ml) were added to a cooled stirred solution of sulphuric acid (10 ml) in anhydrous ether (100 ml) and the solution was kept at 3° C for 3 days. Ether (150 ml) was added, the solution washed with aqueous sodium bicarbonate solution until free from acid, dried over sodium sulphate and evaporated, giving a brown oil. The oil was distilled at 76°-82° C/0.3 mm, giving t-butyl fur-2-ylglyoxylate (11.6g) λmax (EtOH) 233 (ε2,080) and 286 nm (ε... Reactants: C(C)(=O)C1=C(C(=C(OCC(COC2=C(C3=C(C(C=C(O3)/C=C/C(=O)OCC)=O)C=C2)CCC)O)C=C1)CCC)O (trans-ethyl 3-[7-[3-(4-acetyl-3-hydroxy-2-n-propylphenoxy)-2-hydroxypropyloxy]-4-oxo-8-n-propyl-4H-1-benzopyran-2-yl]acrylate), C(O)([O-])=O.[Na+] (sodium hydrogen carbonate), C(Cl)(Cl)(Cl)Cl (carbon tetrachloride). Solvent: C(C)O (ethanol). Yields the product C(C)(=O)C1=C(C(=C(OCC(COC2=C(C3=C(C(C=C(O3)/C=C/C(=O)O)=O)C=C2)CCC)O)C=C1)CCC)O (trans-3[7-[3-(4-acetyl-3-hydroxy-2-n-propylphenoxy)-2-hydroxypropyloxy]-4-oxo-8-n-propyl-4H-1-benzopyran-2-yl]acrylic acid). Isolated yield 39.2%. As a reaction SMILES: [C:1]([C:4]1[CH:36]=[CH:35][C:7]([O:8][CH2:9][CH:10]([OH:34])[CH2:11][O:12][C:13]2[CH:30]=[CH:29][C:16]3[C:17](=[O:28])[CH:18]=[C:19](/[CH:21]=[CH:22]/[C:23]([O:25]CC)=[O:24])[O:20][C:15]=3[C:14]=2[CH2:31][CH2:32][CH3:33])=[C:6]([CH2:37][CH2:38][CH3:39])[C:5]=1[OH:40])(=[O:3])[CH3:2].C(=O)([O-])O.[Na+].C(Cl)(Cl)(Cl)Cl>C(O)C>[C:1]([C:4]1[CH:36]=[CH:35][C:7]([O:8][CH2:9][CH:10]([OH:34])[CH2:11][O:12][C:13]2[CH:30]=[CH:29][C:16]3[C:17](=[O:28])[CH:18]=[C:19](/[CH:21]=[CH:22]/[C:23]([OH:25])=[O:24])[O:20][C:15]=3[C:14]=2[CH2:31][CH2:32][CH3:33])=[C:6]([CH2:37][CH2:38][CH3:39])[C:5]=1[OH:40])(=[O:3])[CH3:2] |f:1.2|. Procedure details: A solution of trans-ethyl 3-[7-[3-(4-acetyl-3-hydroxy-2-n-propylphenoxy)-2-hydroxypropyloxy]-4-oxo-8-n-propyl-4H-1-benzopyran-2-yl]acrylate (1.56 g) and sodium hydrogen carbonate (1.56 g) in aqueous ethanol was refluxed for 1 hour. Ethanol was removed by distillation and the residual aqueous solution cooled. Acidification afforded a gum which solidified on prolonged treatment with refluxing carbon tetrachloride. Crystallisation from acetone-carbon tetrachloride yielded trans-3[7-[3-(4-acetyl-3-h... Reactants: [Cl-].[NH4+] (ammonium chloride), O (water), ClC=1C=C(C(=C(C1C#C[Si](C)(C)C)[N+](=O)[O-])C1=CC(=CC=C1)F)C(=O)OC (methyl 4-chloro-3′-fluoro-6-nitro-5-[(trimethylsilyl)ethynyl]biphenyl-2-carboxylate). Run at temperature 60 celsius. Product: NC=1C(=C(C=C(C1C1=CC(=CC=C1)F)C(=O)OC)Cl)C#C[Si](C)(C)C (Methyl 6-amino-4-chloro-3′-fluoro-5-[(trimethylsilyl)ethynyl]biphenyl-2-carboxylate). Yield: 83.1%. Reaction SMILES: [Cl-].[NH4+].O.[Cl:4][C:5]1[CH:6]=[C:7]([C:27]([O:29][CH3:30])=[O:28])[C:8]([C:20]2[CH:25]=[CH:24][CH:23]=[C:22]([F:26])[CH:21]=2)=[C:9]([N+:17]([O-])=O)[C:10]=1[C:11]#[C:12][Si:13]([CH3:16])([CH3:15])[CH3:14]>>[NH2:17][C:9]1[C:10]([C:11]#[C:12][Si:13]([CH3:15])([CH3:14])[CH3:16])=[C:5]([Cl:4])[CH:6]=[C:7]([C:27]([O:29][CH3:30])=[O:28])[C:8]=1[C:20]1[CH:25]=[CH:24][CH:23]=[C:22]([F:26])[CH:21]=1 |f:0.1|. Procedure details: The reaction mixture was treated with 5 M ammonium chloride in water (4.1 mL, 21 mmol) followed by methyl 4-chloro-3′-fluoro-6-nitro-5-[(trimethylsilyl)ethynyl]biphenyl-2-carboxylate (1.9 g, 4.8 mmol) and heated at 60° C. for 16 hours. The reaction mixture was filtered over celite, washed with methanol, and the filtrate was concentrated to a solid. The solid was diluted with ethyl acetate (200 mL) and saturated sodium bicarbonate (100 mL) and stirred for a few minutes. The organic layer was sepa... Reactants: CN(C)C=O (DMF), C(CCC)[Li] (n-Butyllithium), ice, C(C)(C)(C)[Si](O[C@@H](CCCCC)C1=CC=C(C=C1)C1=CCC[C@@H]1CCCC=1SC=CC1)(C)C (tert-Butyl-dimethyl-((S)-1-{4-[(S)-5-(3-thiophen-2-yl-propyl)-cyclopent-1-enyl]-phenyl}-hexyloxy)-silane). Solvent: CCOCC (ether). Reaction conditions: time 1 hour. Product: C(C)(C)(C)[Si](O[C@@H](CCCCC)C1=CC=C(C=C1)C=1[C@H](CCC1)CCCC1=CC=C(S1)C=O)(C)C (5-[3-((S)-2-{4-[(S)-1-(tert-Butyl-dimethyl-silanyloxy)-hexyl]-phenyl}-cyclopent-2-enyl)-propyl]-thiophene-2-carbaldehyde). The yield is 76.4%. RXN SMILES: C([Li])CCC.[C:6]([Si:10]([CH3:38])([CH3:37])[O:11][C@H:12]([C:18]1[CH:23]=[CH:22][C:21]([C:24]2[C@@H:28]([CH2:29][CH2:30][CH2:31][C:32]3[S:33][CH:34]=[CH:35][CH:36]=3)[CH2:27][CH2:26][CH:25]=2)=[CH:20][CH:19]=1)[CH2:13][CH2:14][CH2:15][CH2:16][CH3:17])([CH3:9])([CH3:8])[CH3:7].CN([CH:42]=[O:43])C>CCOCC>[C:6]([Si:10]([CH3:38])([CH3:37])[O:11][C@H:12]([C:18]1[CH:19]=[CH:20][C:21]([C:24]2[C@@H:28]([CH2:29][CH2:30][CH2:31][C:32]3[S:33][C:34]([CH:42]=[O:43])=[CH:35][CH:36]=3)[CH2:27][CH2:26][CH:25]=2)=[CH:22][CH:23]=1)[CH2:13][CH2:14][CH2:15][CH2:16][CH3:17])([CH3:9])([CH3:7])[CH3:8]. Procedure details: n-Butyllithium (0.14 mL, 0.22 mmol, 1.6 M/hexanes) was added to an ice cold solution of 41 (53 mg, 0.11 mmol) in 0.5 mL ether. After 1 h, DMF (85 μL, 1.1 mmol) was added and the reaction was allowed to stir for 40 min. At this time, the reaction was quenched by addition of 10 mL saturated NH4Cl solution. The mixture was extracted with ethyl acetate (2×20 mL) and the combined ethyl acetate solution was dried (Na2SO4), filtered and evaporated. The residue was purified by flash chromatography using...